Dataset: the Open Reaction Database (ORD), a public repository of structured organic reaction records. Task: describe an organic reaction: reactants, conditions, products, and yield Reactants: ClC1=NC2=CC(=CC(=C2C(=C1C)Cl)F)F (2,4-dichloro-5,7-difluoro-3-methylquinoline), C1(=CC=CC=C1)C(=C)B1OC(C)(C)C(C)(C)O1 (1-phenylvinylboronic acid pinacol ester), C([O-])([O-])=O.[K+].[K+] (potassium carbonate), CN(C)C=O (DMF). The reagents and catalysts are [Pd+2].ClC1=C([C-](C=C1)P(C1=CC=CC=C1)C1=CC=CC=C1)Cl.[C-]1(C=CC=C1)P(C1=CC=CC=C1)C1=CC=CC=C1.[Fe+2] (dichloro 1,1′-bis(diphenylphosphino)ferrocene palladium(II)). Run in CCOC(=O)C (EtOAc). Run at temperature 95 celsius. The product is ClC1=C(C(=NC2=CC(=CC(=C12)F)F)C(=C)C1=CC=CC=C1)C (4-chloro-5,7-difluoro-3-methyl-2-(1-phenylvinyl)-quinoline). RXN SMILES: Cl[C:2]1[C:11]([CH3:12])=[C:10]([Cl:13])[C:9]2[C:4](=[CH:5][C:6]([F:15])=[CH:7][C:8]=2[F:14])[N:3]=1.[C:16]1([C:22](B2OC(C)(C)C(C)(C)O2)=[CH2:23])[CH:21]=[CH:20][CH:19]=[CH:18][CH:17]=1.C(=O)([O-])[O-].[K+].[K+].CN(C=O)C>CCOC(C)=O.[Pd+2].ClC1C=C[C-](P(C2C=CC=CC=2)C2C=CC=CC=2)C=1Cl.[C-]1(P(C2C=CC=CC=2)C2C=CC=CC=2)C=CC=C1.[Fe+2]>[Cl:13][C:10]1[C:9]2[C:4](=[CH:5][C:6]([F:15])=[CH:7][C:8]=2[F:14])[N:3]=[C:2]([C:22]([C:16]2[CH:21]=[CH:20][CH:19]=[CH:18][CH:17]=2)=[CH2:23])[C:11]=1[CH3:12] |f:2.3.4,7.8.9.10|. Reported procedure: A screw cap vial was charged with 2,4-dichloro-5,7-difluoro-3-methylquinoline (99 mg, 0.398 mmol), 1-phenylvinylboronic acid pinacol ester (110 mg, 0.478 mmol), dichloro 1,1′-bis(diphenylphosphino)ferrocene palladium(II) (32.5 mg, 0.040 mmol), potassium carbonate (165 mg, 1.195 mmol), and DMF (3.98 mL), and the mixture was heated at 95° C. under a N2 atmosphere for 18 h. The reaction was then cooled to rt, diluted with EtOAc, and washed with water and brine. The organic layer was dried (MgSO4) a...